From a dataset of the Open Reaction Database (ORD), a public repository of structured organic reaction records. describe an organic reaction: reactants, conditions, products, and yield Reactants: C([O-])([O-])=O.[Cs+].[Cs+] (cesium carbonate), CN(C(C1=CC(=CC(=C1)C(F)(F)F)C(F)(F)F)=O)C=1C=NC=CC1N1C(CCCC1)C (N-Methyl-N-(2-methyl-3,4,5,6-tetrahydro-2H-[1,4]bipyridinyl-3′-yl)-3,5-bis-trifluoromethyl-benzamide), CN(C(C1=CC(=CC(=C1)C(F)(F)F)C(F)(F)F)=O)C=1C=NC=CC1N1C(CCCC1)C (N-Methyl-N-(2-methyl-3,4,5,6-tetrahydro-2H-[1,4]bipyridinyl-3′-yl)-3,5-bis-trifluoromethyl-benzamide), FC=1C(=NC=CC1)B1OC(C)(C)C(C)(C)O1 (3-fluoro pyridine-2-boronic acid pinacol ester). The reagents and catalysts are CC(=O)[O-].CC(=O)[O-].[Pd+2] (Pd(OAc)2), C1=CC=C(C=C1)P([C-]2C=CC=C2)C3=CC=CC=C3.C1=CC=C(C=C1)P([C-]2C=CC=C2)C3=CC=CC=C3.[Fe+2] (dppf), Cl[Cu] (CuCl). The solvent is CN(C)C=O (DMF). Conditions: temperature 100 celsius. Yields the product FC=1C(=NC=CC1)C1=C(C=NC=C1)NC ((3-Fluoro-[2,4]bipyridinyl-3′-yl)-methyl-amine). Yield: 92.2%. Reaction SMILES: C[N:2]([C:19]1[CH:20]=[N:21][CH:22]=[CH:23][C:24]=1N1CCCCC1C)[C:3](=O)C1C=C(C(F)(F)F)C=C(C(F)(F)F)C=1.[F:32][C:33]1[C:34](B2OC(C)(C)C(C)(C)O2)=[N:35][CH:36]=[CH:37][CH:38]=1.C(=O)([O-])[O-].[Cs+].[Cs+]>CN(C=O)C.CC([O-])=O.CC([O-])=O.[Pd+2].C1C=CC(P(C2C=CC=CC=2)[C-]2C=CC=C2)=CC=1.C1C=CC(P(C2C=CC=CC=2)[C-]2C=CC=C2)=CC=1.[Fe+2].Cl[Cu]>[F:32][C:33]1[C:34]([C:24]2[CH:23]=[CH:22][N:21]=[CH:20][C:19]=2[NH:2][CH3:3])=[N:35][CH:36]=[CH:37][CH:38]=1 |f:2.3.4,6.7.8,9.10.11|. Procedure: To a solution of compound (4-bromo-pyridin-3-yl)-methyl-amine (50 mg, 0.267 mmol, example 25, intermediate b) and 3-fluoro pyridine-2-boronic acid pinacol ester (Milestone Pharmtech LLC) (89.4 mg 0.4 mmol) dissolved in dry DMF (3 mL) in a sealed tube was added cesium carbonate (348.4 mg, 1.07 mmol) and the reaction mixture was purged with argon for 10 min. Then Pd(OAc)2 (9.38 mg, 0.013 mmol), dppf (1.48 mg, 0.0026 mmol) and CuCl (26.46 mg, 0.27 mmol) were added to the reaction mixture and again ... Reactants: C(C)(C)(C)OC(NC1CCN(CC1)CCN1C(C=NC2=CC=C(C=C12)C#N)=O)=O (tert-butyl{1-[2-(7-cyano-2-oxoquinoxalin-1(2H)-yl)ethyl]piperidin-4-yl}carbamate), NC1CCN(CC1)CCN1C(C=NC2=CC(=CC=C12)C#N)=O (1-[2-(4-Aminopiperidin-1-yl)ethyl]-2-oxo-1,2-dihydroquinoxaline-6-carbonitrile), C(C)(C)(C)OC(NC1CCN(CC1)CCN1C(C=NC2=CC=C(C=C12)C#N)=O)=O (tert-butyl{1-[2-(7-cyano-2-oxoquinoxalin-1(2H)-yl)ethyl]piperidin-4-yl}carbamate), C(=O)(C(F)(F)F)O (TFA). Yields the product NC1CCN(CC1)CCN1C(C=NC2=CC=C(C=C12)C#N)=O (1-[2-(4-Aminopiperidin-1-yl)ethyl]-2-oxo-1,2-dihydroquinoxaline-7-carbonitrile). Reaction SMILES: C(OC(=O)[NH:7][CH:8]1[CH2:13][CH2:12][N:11]([CH2:14][CH2:15][N:16]2[C:25]3[C:20](=[CH:21][CH:22]=[C:23]([C:26]#[N:27])[CH:24]=3)[N:19]=[CH:18][C:17]2=[O:28])[CH2:10][CH2:9]1)(C)(C)C.C(O)(C(F)(F)F)=O.NC1CCN(CCN2C3C(=CC(C#N)=CC=3)N=CC2=O)CC1>>[NH2:7][CH:8]1[CH2:13][CH2:12][N:11]([CH2:14][CH2:15][N:16]2[C:25]3[C:20](=[CH:21][CH:22]=[C:23]([C:26]#[N:27])[CH:24]=3)[N:19]=[CH:18][C:17]2=[O:28])[CH2:10][CH2:9]1. Procedure details: tert-Butyl{1-[2-(7-cyano-2-oxoquinoxalin-1(2H)-yl)ethyl]piperidin-4-yl}carbamate (Intermediate 199) was deprotected with TFA as described for Intermediate 197 to give the crude free base of the product. Starting materials: CCOC(C)=O, CCOC(=O)C(C)(C)C(=O)O, C1CCCCC1, Nc1ccc(OCc2cccc(F)c2)cc1. Yields the product CCOC(=O)C(C)(C)C(=O)Nc1ccc(OCc2cccc(F)c2)cc1. Reaction SMILES: [C:28]([O:29][CH2:30][CH3:31])(=[O:32])[CH3:33].[CH2:17]([CH3:18])[O:19][C:20]([C:21]([C:22](=[O:23])[OH:24])([CH3:25])[CH3:26])=[O:27].[CH2:34]1[CH2:35][CH2:36][CH2:37][CH2:38][CH2:39]1.[F:1][c:2]1[cH:3][c:4]([CH2:5][O:6][c:7]2[cH:8][cH:9][c:10]([NH2:13])[cH:11][cH:12]2)[cH:14][cH:15][cH:16]1>>[F:1][c:2]1[cH:3][c:4]([CH2:5][O:6][c:7]2[cH:8][cH:9][c:10]([NH:13][C:22]([C:21]([C:20]([O:19][CH2:17][CH3:18])=[O:27])([CH3:25])[CH3:26])=[O:23])[cH:11][cH:12]2)[cH:14][cH:15][cH:16]1. Starting materials: ClC1=C(C(=O)Cl)C(=CC=C1)F (2-chloro-6-fluorobenzoyl chloride), CN(C1CC=C(CC1)C=1C=C(C=CC1)N)C (3-(4-dimethylamino-cyclohex-1-enyl)-phenylamine). The product is Cl.ClC1=C(C(=O)NC2=CC(=CC=C2)C2=CCC(CC2)N(C)C)C(=CC=C1)F (2-Chloro-N-(3-(4-Dimethylamino-cyclohex-1-enyl)-phenyl)-6-fluoro-benzamide hydrochloride salt), base. Yield: 98.0%. RXN SMILES: [Cl:1][C:2]1[CH:10]=[CH:9][CH:8]=[C:7]([F:11])[C:3]=1[C:4](Cl)=[O:5].[CH3:12][N:13]([CH3:27])[CH:14]1[CH2:19][CH2:18][C:17]([C:20]2[CH:21]=[C:22]([NH2:26])[CH:23]=[CH:24][CH:25]=2)=[CH:16][CH2:15]1>>[ClH:1].[Cl:1][C:2]1[CH:10]=[CH:9][CH:8]=[C:7]([F:11])[C:3]=1[C:4]([NH:26][C:22]1[CH:23]=[CH:24][CH:25]=[C:20]([C:17]2[CH2:18][CH2:19][CH:14]([N:13]([CH3:27])[CH3:12])[CH2:15][CH:16]=2)[CH:21]=1)=[O:5] |f:2.3|. Procedure: Using a method similar to example 1, using 2-chloro-6-fluorobenzoyl chloride (132 mg, 0.69 mmol) and 3-(4-dimethylamino-cyclohex-1-enyl)-phenylamine (preparation 2, 124 mg, 0.57 mmol) provides the title compound (free base 208 mg, 98%). Free base: MS (ES): m/z=373.2 (M+H)+; 1H NMR (CDCl3): δ 7.68 (m, 2H), 7.52 (d, 1H), 7.36 (m, 2H), 7.25 (m, 1H), 7.23 (t, 1H), 7.10 (m, 1H), 6.12 (m, 1H), 2.50 (m, 4H), 2.36 (s, 6H), 2.15 (m, 2H), 1.58 (m, 1H). Hydrochloride salt: Anal. cal'd for C21H22ClFN2O.HCl ... Reactants: CC(=O)c1ccc(O)cc1, Cl, NOCCOc1ccc(CC2SC(=O)NC2=O)cc1. Yields the product CC(=NOCCOc1ccc(CC2SC(=O)NC2=O)cc1)c1ccc(O)cc1. Reaction SMILES: [CH3:1][C:2](=[O:3])[c:4]1[cH:5][cH:6][c:7]([OH:8])[cH:9][cH:10]1.[ClH:11].[NH2:12][O:13][CH2:14][CH2:15][O:16][c:17]1[cH:18][cH:19][c:20]([CH2:21][CH:22]2[C:23](=[O:28])[NH:24][C:25](=[O:27])[S:26]2)[cH:29][cH:30]1>>[CH3:1][C:2]([c:4]1[cH:5][cH:6][c:7]([OH:8])[cH:9][cH:10]1)=[N:12][O:13][CH2:14][CH2:15][O:16][c:17]1[cH:18][cH:19][c:20]([CH2:21][CH:22]2[C:23](=[O:28])[NH:24][C:25](=[O:27])[S:26]2)[cH:29][cH:30]1. Starting materials: OC1=CC=C(C#N)C=C1 (4-hydroxy benzonitrile), [H-].[Na+] (NaH), ClC=1C=C(CCl)C=CC1 (3-chloro benzyl chloride), [H][H] (hydrogen). Run in CN(C)C=O (DMF), O (water). Reaction conditions: temperature 0 celsius. The product is ClC=1C=C(COC2=CC=C(C#N)C=C2)C=CC1 (4-(3-chloro benzyloxy) benzonitrile). As a reaction SMILES: [OH:1][C:2]1[CH:9]=[CH:8][C:5]([C:6]#[N:7])=[CH:4][CH:3]=1.[H-].[Na+].[H][H].[Cl:14][C:15]1[CH:16]=[C:17]([CH:20]=[CH:21][CH:22]=1)[CH2:18]Cl>CN(C=O)C.O>[Cl:14][C:15]1[CH:16]=[C:17]([CH:20]=[CH:21][CH:22]=1)[CH2:18][O:1][C:2]1[CH:9]=[CH:8][C:5]([C:6]#[N:7])=[CH:4][CH:3]=1 |f:1.2|. Procedure: To a solution of 5×10-2 mole of 4-hydroxy benzonitrile (VIl) in 100 ml of DMF are added little by little 5×10-2 mole of NaH so as to obtain a temperature of 25° C. Then the solution is heated to 50° C. until the release of hydrogen ceases. After cooling to 0 ° C., 5×10-2 of 3-chloro benzyl chloride (VIII) is added little by little. The reaction mixture is heated to 40 ° C. for one hour then poured into 300 ml of iced water. The resultant solid is separated by filtration then recrystallized in an... Starting materials: COC(COC1=C2C(=C(C(=NC2=C(C=C1)Cl)C)CC1=CC=C(C=C1)F)OC(C)C)=O ([8-chloro-3-(4-fluorobenzyl)-4-isopropoxy-2-methylquinolin-5-yloxy]acetic acid methyl ester), CO (methanol), [OH-].[Na+] (sodium hydroxide). Run in C(=O)O (formic acid). The product is ClC=1C=CC(=C2C(=C(C(=NC12)C)CC1=CC=C(C=C1)F)OC(C)C)OCC(=O)O ([8-chloro-3-(4-fluorobenzyl)-4-isopropoxy-2-methylquinolin-5-yloxy]acetic Acid). RXN SMILES: C[O:2][C:3](=[O:30])[CH2:4][O:5][C:6]1[CH:15]=[CH:14][C:13]([Cl:16])=[C:12]2[C:7]=1[C:8]([O:26][CH:27]([CH3:29])[CH3:28])=[C:9]([CH2:18][C:19]1[CH:24]=[CH:23][C:22]([F:25])=[CH:21][CH:20]=1)[C:10]([CH3:17])=[N:11]2.CO.[OH-].[Na+]>C(O)=O>[Cl:16][C:13]1[CH:14]=[CH:15][C:6]([O:5][CH2:4][C:3]([OH:30])=[O:2])=[C:7]2[C:12]=1[N:11]=[C:10]([CH3:17])[C:9]([CH2:18][C:19]1[CH:20]=[CH:21][C:22]([F:25])=[CH:23][CH:24]=1)=[C:8]2[O:26][CH:27]([CH3:29])[CH3:28] |f:2.3|. Procedure details: A solution of [8-chloro-3-(4-fluorobenzyl)-4-isopropoxy-2-methylquinolin-5-yloxy]acetic acid methyl ester (0.020 g), methanol (1.0 mL) and 1.0 M aqueous sodium hydroxide solution (0.25 mL) was stirred at room temperature for 3 hours. The pH of the solution was adjusted to 5 by the addition of formic acid and the solvent removed under reduced pressure. Purification of the residue by preparative reverse-phase HPLC using a gradient over 30 minutes of acetonitrile in water (30% to 90% of organic mod...